From a dataset of the Open Reaction Database (ORD), a public repository of structured organic reaction records. describe an organic reaction: reactants, conditions, products, and yield The reactants are CS(C)=O, CCN(C(C)C)C(C)C, O, O=C(Nc1cccnc1)OCC(Cl)(Cl)Cl, c1cc(-c2nsc(N3CCNCC3)n2)co1. Product: O=C(Nc1cccnc1)N1CCN(c2nc(-c3ccoc3)ns2)CC1. RXN SMILES: [CH3:42][S:43](=[O:44])[CH3:45].[CH:32]([N:33]([CH:34]([CH3:35])[CH3:36])[CH2:37][CH3:38])([CH3:39])[CH3:40].[OH2:41].[n:1]1[cH:2][c:3]([NH:7][C:8]([O:9][CH2:10][C:11]([Cl:12])([Cl:13])[Cl:14])=[O:15])[cH:4][cH:5][cH:6]1.[o:16]1[cH:17][c:18](-[c:21]2[n:22][s:23][c:24]([N:26]3[CH2:27][CH2:28][NH:29][CH2:30][CH2:31]3)[n:25]2)[cH:19][cH:20]1>>[n:1]1[cH:2][c:3]([NH:7][C:8](=[O:15])[N:29]2[CH2:28][CH2:27][N:26]([c:24]3[s:23][n:22][c:21](-[c:18]4[cH:17][o:16][cH:20][cH:19]4)[n:25]3)[CH2:31][CH2:30]2)[cH:4][cH:5][cH:6]1. The reactants are COc1cc(N)ccc1Cl, Cl, O=N[O-], [Na+], O, Cl[Sn](Cl)(Cl)Cl. Product: COc1cc(NN)ccc1Cl. As a reaction SMILES: [Cl:5][c:6]1[c:7]([O:13][CH3:14])[cH:8][c:9]([NH2:10])[cH:11][cH:12]1.[ClH:21].[N:1]([O-:2])=[O:3].[Na+:4].[OH2:20].[Sn:15]([Cl:16])([Cl:17])([Cl:18])[Cl:19]>>[NH2:1][NH:10][c:9]1[cH:8][c:7]([O:13][CH3:14])[c:6]([Cl:5])[cH:12][cH:11]1. The reactants are COC(=O)C1=NC(=C(N=C1)Cl)Br (6-Bromo-5-chloro-pyrazine-2-carboxylic acid methyl ester), N1CCCC1 (pyrrolidine), [OH-].[K+] (KOH), C(CC)OC1=C(N=CC(=N1)C(=O)O)N1CCCC1 (6-Propoxy-5-pyrrolidin-1-yl-pyrazine-2-carboxylic acid). The solvent is C(CCC)O (butanol). The product is C(CCC)OC1=C(N=CC(=N1)C(=O)O)N1CCCC1 (6-Butoxy-5-pyrrolidin-1-yl-pyrazine-2-carboxylic acid). Isolated yield 8.0%. Reaction SMILES: [CH2:1]([O:4][C:5]1[N:10]=[C:9]([C:11]([OH:13])=[O:12])[CH:8]=[N:7][C:6]=1[N:14]1[CH2:18][CH2:17][CH2:16][CH2:15]1)[CH2:2][CH3:3].[CH3:19]OC(C1C=NC(Cl)=C(Br)N=1)=O.N1CCCC1.[OH-].[K+]>C(O)CCC>[CH2:1]([O:4][C:5]1[N:10]=[C:9]([C:11]([OH:13])=[O:12])[CH:8]=[N:7][C:6]=1[N:14]1[CH2:18][CH2:17][CH2:16][CH2:15]1)[CH2:2][CH2:3][CH3:19] |f:3.4|. Procedure details: In analogy to the procedure described for the synthesis of 6-propoxy-5-pyrrolidin-1-yl-pyrazine-2-carboxylic acid (example 10, step c), the title compound was synthesized from 6-Bromo-5-chloro-pyrazine-2-carboxylic acid methyl ester, butanol (commercially available), pyrrolidine (commercially available) and subsequent saponification with KOH in 8% yield. m/z (ES+): 266.0 (M+H). Reactants: FC(C=1C=C(C=CC1)C1=CCNC=2N1N=CC2C(=O)N)(F)F (4,5-dihydro-7-[3-(trifluoromethyl)phenyl]pyrazolo[1,5-a]pyrimidine-3-carboxamide), aqueous solution, [OH-].[K+] (potassium hydroxide), C(C)[SiH](CC)CC (triethylsilane). Run in FC(C(=O)O)(F)F (trifluoroacetic acid). Reaction conditions: temperature 60 celsius, time 24 hour. Yields the product FC(C=1C=C(C=CC1)C1CCNC=2N1N=CC2C(=O)N)(F)F (4,5,6,7-Tetrahydro-7-[3-(trifluoromethyl)phenyl]pyrazolo[1,5-a]pyrimidine-3-carboxamide). Reaction SMILES: [F:1][C:2]([F:22])([F:21])[C:3]1[CH:4]=[C:5]([C:9]2[N:14]3[N:15]=[CH:16][C:17]([C:18]([NH2:20])=[O:19])=[C:13]3[NH:12][CH2:11][CH:10]=2)[CH:6]=[CH:7][CH:8]=1.C([SiH](CC)CC)C.[OH-].[K+]>FC(F)(F)C(O)=O>[F:21][C:2]([F:1])([F:22])[C:3]1[CH:4]=[C:5]([CH:9]2[N:14]3[N:15]=[CH:16][C:17]([C:18]([NH2:20])=[O:19])=[C:13]3[NH:12][CH2:11][CH2:10]2)[CH:6]=[CH:7][CH:8]=1 |f:2.3|. Procedure details: A solution of 3.44 g of 4,5-dihydro-7-[3-(trifluoromethyl)phenyl]pyrazolo[1,5-a]pyrimidine-3-carboxamide (Ex. 24) in 40 ml of trifluoroacetic acid was stirred under nitrogen and heated to 60° C. in an oil bath. Then 5.0 ml of triethylsilane was added and the mixture was stirred at 60° C. for 24 hours. The reaction mixture was cooled and carefully poured into a beaker containing a 25% aqueous solution of potassium hydroxide and cracked ice. The product which precipitated was extracted into chloro... Starting materials: ClCCl, C#CCN1CCC2=C(C1)c1c(O)cc(C(C)C(C)CCCCC)cc1OC2(C)C, CO, C(=NC1CCCCC1)=NC1CCCCC1, ClC(Cl)Cl, Cl, O=C(O)CCCN1CCOCC1. The product is C#CCN1CCC2=C(C1)c1c(OC(=O)CCCN3CCOCC3)cc(C(C)C(C)CCCCC)cc1OC2(C)C. As a reaction SMILES: [CH2:58]([Cl:59])[Cl:60].[CH3:1][C:2]1([CH3:29])[O:3][c:4]2[c:5]([c:6]([OH:19])[cH:7][c:8]([CH:10]([CH3:11])[CH:12]([CH2:13][CH2:14][CH2:15][CH2:16][CH3:17])[CH3:18])[cH:9]2)[C:20]2=[C:21]1[CH2:22][CH2:23][N:24]([CH2:26][C:27]#[CH:28])[CH2:25]2.[CH3:61][OH:62].[CH:43]1([N:44]=[C:45]=[N:46][CH:47]2[CH2:48][CH2:49][CH2:50][CH2:51][CH2:52]2)[CH2:53][CH2:54][CH2:55][CH2:56][CH2:57]1.[Cl:63][CH:64]([Cl:65])[Cl:66].[ClH:30].[O:31]1[CH2:32][CH2:33][N:34]([CH2:37][CH2:38][CH2:39][C:40](=[O:41])[OH:42])[CH2:35][CH2:36]1>>[CH3:1][C:2]1([CH3:29])[O:3][c:4]2[c:5]([c:6]([O:19][C:40]([CH2:39][CH2:38][CH2:37][N:34]3[CH2:33][CH2:32][O:31][CH2:36][CH2:35]3)=[O:41])[cH:7][c:8]([CH:10]([CH3:11])[CH:12]([CH2:13][CH2:14][CH2:15][CH2:16][CH3:17])[CH3:18])[cH:9]2)[C:20]2=[C:21]1[CH2:22][CH2:23][N:24]([CH2:26][C:27]#[CH:28])[CH2:25]2. Reaction SMILES: [NH2:1][C:2]1[CH:14]=[CH:13][C:5]([C:6]([O:8]C(C)(C)C)=[O:7])=[CH:4][C:3]=1[CH2:15][NH:16][C:17](=[O:20])[CH2:18][CH3:19].[C:21]([OH:27])([C:23]([F:26])([F:25])[F:24])=[O:22]>C(Cl)Cl>[F:24][C:23]([F:26])([F:25])[C:21]([OH:27])=[O:22].[NH2:1][C:2]1[CH:14]=[CH:13][C:5]([C:6]([OH:8])=[O:7])=[CH:4][C:3]=1[CH2:15][NH:16][C:17](=[O:20])[CH2:18][CH3:19] |f:3.4|. Yields the product FC(C(=O)O)(F)F.NC1=C(C=C(C(=O)O)C=C1)CNC(CC)=O (4-amino-3-[(N-methylacetylamino)methyl]benzoic acid trifluoroacetate salt). Conditions: time 12 hour. Starting materials: NC1=C(C=C(C(=O)OC(C)(C)C)C=C1)CNC(CC)=O (t-butyl 4-amino-3-[(N-methylacetylamino)methyl]benzoate), C(=O)(C(F)(F)F)O (TFA). Procedure details: To a solution of t-butyl 4-amino-3-[(N-methylacetylamino)methyl]benzoate (2.13 g, 7.65 mmole) in CH2Cl2 (150 mL) at RT was added TFA (30 mL). After 12 hr, the reaction solution was concentrated to an oil and dried under high vacuum overnight. The resulting residue was washed with hexanes and Et2O to afford the title compound (2.56 g, 7.60 mmole) as an off-white solid. This compound was used without further purification: MS (ES) m/e 223 (M+H-TFA)+. The solvent is C(Cl)Cl (CH2Cl2). Procedure details: A 4-mL vial with stir bar was charged with methyl 2-(2-methoxypropan-2-yl)-5,6,7,8-tetrahydroquinoline-6-carboxylate (16 mg, 0.061 mmol), methanol (450 μL) and 4M sodium hydroxide (150 μL, 0.61 mmol). The mixture was stirred at room temperature for 1 hour then quenched into 1M NaH2PO4 (2 mL) and 1M citric acid was added to obtain pH 4-5. The mixture was extracted with EtOAc (3 mL×3), dried (Na2SO4), filtered and evaporated to obtain a colorless oil (24 mg), which was used directly in the next st... Isolated yield 157.8%. Reaction SMILES: [CH3:1][O:2][C:3]([C:6]1[CH:15]=[CH:14][C:13]2[CH2:12][CH:11]([C:16]([O:18]C)=[O:17])[CH2:10][CH2:9][C:8]=2[N:7]=1)([CH3:5])[CH3:4].[OH-].[Na+]>CO>[CH3:1][O:2][C:3]([C:6]1[CH:15]=[CH:14][C:13]2[CH2:12][CH:11]([C:16]([OH:18])=[O:17])[CH2:10][CH2:9][C:8]=2[N:7]=1)([CH3:5])[CH3:4] |f:1.2|. Yields the product COC(C)(C)C1=NC=2CCC(CC2C=C1)C(=O)O (2-(2-methoxypropan-2-yl)-5,6,7,8-tetrahydroquinoline-6-carboxylic acid). Solvent: CO (methanol). The reactants are COC(C)(C)C1=NC=2CCC(CC2C=C1)C(=O)OC (methyl 2-(2-methoxypropan-2-yl)-5,6,7,8-tetrahydroquinoline-6-carboxylate), [OH-].[Na+] (sodium hydroxide).